describe an organic reaction: reactants, conditions, products, and yield From a dataset of the Open Reaction Database (ORD), a public repository of structured organic reaction records. The reactants are O=C1CCC(=O)N1Br, Cc1cccc(O[Si](C)(C)C(C)(C)C)c1, O=C(OOC(=O)c1ccccc1)c1ccccc1, ClC(Cl)(Cl)Cl. Product: CC(C)(C)[Si](C)(C)Oc1cccc(CBr)c1. RXN SMILES: [Br:16][N:17]1[C:18](=[O:19])[CH2:20][CH2:21][C:22]1=[O:23].[C:1]([CH3:2])([CH3:3])([CH3:4])[Si:5]([O:6][c:7]1[cH:8][c:9]([CH3:13])[cH:10][cH:11][cH:12]1)([CH3:14])[CH3:15].[C:24]([O:25][O:26][C:27](=[O:28])[c:29]1[cH:30][cH:31][cH:32][cH:33][cH:34]1)(=[O:35])[c:36]1[cH:37][cH:38][cH:39][cH:40][cH:41]1.[Cl:42][C:43]([Cl:44])([Cl:45])[Cl:46]>>[C:1]([CH3:2])([CH3:3])([CH3:4])[Si:5]([O:6][c:7]1[cH:8][c:9]([CH2:13][Br:16])[cH:10][cH:11][cH:12]1)([CH3:14])[CH3:15]. Reactants: B, C1CCOC1, CC(c1ccc(-c2ccc(F)cc2)cc1)N1CCC(CC(=O)O)(c2cccs2)OC1=O. Product: CC(c1ccc(-c2ccc(F)cc2)cc1)N1CCC(CCO)(c2cccs2)OC1=O. As a reaction SMILES: [BH3:32].[CH2:33]1[O:34][CH2:35][CH2:36][CH2:37]1.[F:1][c:2]1[cH:3][cH:4][c:5](-[c:8]2[cH:9][cH:10][c:11]([CH:14]([CH3:15])[N:16]3[C:17](=[O:31])[O:18][C:19]([c:22]4[s:23][cH:24][cH:25][cH:26]4)([CH2:27][C:28](=[O:29])[OH:30])[CH2:20][CH2:21]3)[cH:12][cH:13]2)[cH:6][cH:7]1>>[F:1][c:2]1[cH:3][cH:4][c:5](-[c:8]2[cH:9][cH:10][c:11]([CH:14]([CH3:15])[N:16]3[C:17](=[O:31])[O:18][C:19]([c:22]4[s:23][cH:24][cH:25][cH:26]4)([CH2:27][CH2:28][OH:29])[CH2:20][CH2:21]3)[cH:12][cH:13]2)[cH:6][cH:7]1. Starting materials: ONC(CC)=N (N-hydroxypropanimidamide), [O-]CC.[Na+] (sodiumethoxide), Cl.N1CCC(CC1)CCOC1=CC=C(C(=O)OCC)C=C1 (ethyl 4-[2-(4-piperidinyl)ethoxy]benzoate monohydrochloride). The solvent is C(C)O (ethanol). Reaction conditions: time 15 minute. Yields the product C(C)C1=NOC(=N1)C1=CC=C(OCCC2CCNCC2)C=C1 (4-[2-[4-(3-ethyl-1,2,4-oxadiazol-5-yl)phenoxy]ethyl]piperidine). Isolated yield 89.9%. RXN SMILES: [OH:1][NH:2][C:3](=[NH:6])[CH2:4][CH3:5].[O-]CC.[Na+].Cl.[NH:12]1[CH2:17][CH2:16][CH:15]([CH2:18][CH2:19][O:20][C:21]2[CH:31]=[CH:30][C:24]([C:25](OCC)=O)=[CH:23][CH:22]=2)[CH2:14][CH2:13]1>C(O)C>[CH2:4]([C:3]1[N:6]=[C:25]([C:24]2[CH:23]=[CH:22][C:21]([O:20][CH2:19][CH2:18][CH:15]3[CH2:16][CH2:17][NH:12][CH2:13][CH2:14]3)=[CH:31][CH:30]=2)[O:1][N:2]=1)[CH3:5] |f:1.2,3.4|. Reported procedure: A mixture of 4.0 parts of N-hydroxypropanimidamide, 2.9 parts of sodiumethoxide, 94.8 parts of ethanol and 25.3 parts of molecular sieve was stirred for 15 min. at room temperature. There were added 7.5 parts of ethyl 4-[2-(4-piperidinyl)ethoxy]benzoate monohydrochloride and stirring was continued for 12 hours at reflux temperature. The cooled reaction mixture was filtered and the filtrate was evaporated. The residue was partitioned between water and dichloromethane. The organic layer was separa... Starting materials: N#N (N2), C(C)C=1OC(=C(N1)C(=O)Cl)C1=CC=CC=C1 (2-ethyl-5-phenyl-oxazole-4-carbonyl chloride), C(C)(C)(C)OC(NC=1N=C(OC1)CCCCC(C)=O)=O ([2-(5-oxo-hexyl)-oxazol-4-yl]-carbamic acid tert-butyl ester), [H-].[Na+] (NaH). The solvent is O (Water), C1CCOC1 (THF), C1CCOC1 (THF), C1CCOC1 (THF). Conditions: temperature 0 celsius, time 30 minute. Yields the product C(C)(C)(C)OC(N(C=1N=C(OC1)CCCCC(C)=O)C(=O)C=1N=C(OC1C1=CC=CC=C1)CC)=O ((2-Ethyl-5-phenyl-oxazole-4-carbonyl)-[2-(5-oxo-hexyl)-oxazol-4-yl]-carbamic acid tert-butyl ester). Reaction SMILES: N#N.[C:3]([O:7][C:8](=[O:22])[NH:9][C:10]1[N:11]=[C:12]([CH2:15][CH2:16][CH2:17][CH2:18][C:19](=[O:21])[CH3:20])[O:13][CH:14]=1)([CH3:6])([CH3:5])[CH3:4].[H-].[Na+].[CH2:25]([C:27]1[O:28][C:29]([C:35]2[CH:40]=[CH:39][CH:38]=[CH:37][CH:36]=2)=[C:30]([C:32](Cl)=[O:33])[N:31]=1)[CH3:26]>C1COCC1.O>[C:3]([O:7][C:8](=[O:22])[N:9]([C:32]([C:30]1[N:31]=[C:27]([CH2:25][CH3:26])[O:28][C:29]=1[C:35]1[CH:36]=[CH:37][CH:38]=[CH:39][CH:40]=1)=[O:33])[C:10]1[N:11]=[C:12]([CH2:15][CH2:16][CH2:17][CH2:18][C:19](=[O:21])[CH3:20])[O:13][CH:14]=1)([CH3:6])([CH3:4])[CH3:5] |f:2.3|. Procedure details: In a flame dried round-bottomed flask equipped with a magnetic stir bar and under inert atmosphere (N2), a solution of [2-(5-oxo-hexyl)-oxazol-4-yl]-carbamic acid tert-butyl ester (50 mg, 0.18 mL) in THF (1.0 mL) was added to a suspension of NaH (19 mg, 0.43 mmol) in THF (0.5 mL) at 0° C. The resulting suspension was stirred at 0° C. for 5 min and at rt for 30 min. It was cooled to 0° C. and treated dropwise with a solution of the above prepared 2-ethyl-5-phenyl-oxazole-4-carbonyl chloride in TH... Reactants: IC1=CC=C(C=C1)NC(=O)C=1OC(=NN1)NC1=C(C=CC=C1)F (N-(4-Iodophenyl)-5-[(2-fluorophenyl)amino]-1,3,4-oxadiazole-2-carboxamide), IC1=CC=C(C=C1)NC(=O)C=1OC(=NN1)NC1=C(C=CC=C1)F (N-(4-Iodophenyl)-5-[(2-fluorophenyl)amino]-1,3,4-oxadiazole-2-carboxamide), C1(=CC=CC=C1)B(O)O (phenyl boronic acid), P(=O)([O-])([O-])[O-].[K+].[K+].[K+] (potassium phosphate), tetrakis(triphenyl phosphine)palladium(0). Run in COCCOC (DME), O (water). Yields the product C1(=CC=C(C=C1)NC(=O)C=1OC(=NN1)NC1=C(C=CC=C1)F)C1=CC=CC=C1 (N-Biphenyl-4-yl-5-[(2-fluorophenyl)amino]-1,3,4-oxadiazole-2-carboxamide). Yield: 19.0%. As a reaction SMILES: I[C:2]1[CH:7]=[CH:6][C:5]([NH:8][C:9]([C:11]2[O:12][C:13]([NH:16][C:17]3[CH:22]=[CH:21][CH:20]=[CH:19][C:18]=3[F:23])=[N:14][N:15]=2)=[O:10])=[CH:4][CH:3]=1.[C:24]1(B(O)O)[CH:29]=[CH:28][CH:27]=[CH:26][CH:25]=1.P([O-])([O-])([O-])=O.[K+].[K+].[K+]>COCCOC.O>[C:2]1([C:24]2[CH:29]=[CH:28][CH:27]=[CH:26][CH:25]=2)[CH:7]=[CH:6][C:5]([NH:8][C:9]([C:11]2[O:12][C:13]([NH:16][C:17]3[CH:22]=[CH:21][CH:20]=[CH:19][C:18]=3[F:23])=[N:14][N:15]=2)=[O:10])=[CH:4][CH:3]=1 |f:2.3.4.5|. Reported procedure: N-(4-Iodophenyl)-5-[(2-fluorophenyl)amino]-1,3,4-oxadiazole-2-carboxamide (Intermediate 35), 150 mg, 0.36 mmol), phenyl boronic acid (35 mg, 0.29 mmol), potassium phosphate (230 mg, 1.44 mmol), and tetrakis(triphenyl phosphine)palladium(0) (22 mg, 0.02 mmol) were stirred in DME (1.2 mL) and water (0.6 mL), in a microwave tube, and heated at 110° C. for 3 h. The reaction mixture was partitioned between ethyl acetate (10 mL) and water (10 mL), and extracted with ethyl acetate (2×10 mL). The organi... The reactants are [H-].[Li+] (LiH), C(C)(C)(C)OC(NCCBr)=O ((2-bromo-ethyl)-carbamic acid tert-butyl ester), ClC1=CC=C2C(=C1)NC(C21C(NC(CC1C1=C(C=CC(=C1)F)C)=O)C1=CC(=CC=C1)Cl)=O.COC(C)[Si](C)(C)C (racemic (2′S,3S,4′R)-6-chloro-2′-(3-chlorophenyl)-4′-(5-fluoro-2-methyl-phenyl)-2,3-dihydro-2,6′-dioxospiro[indole-3,3′-piperidine] 1-methoxyethyl trimethylsilane). Run in CN(C=O)C (N,N-dimethyl-formamide). Yields the product C(C)(C)(C)OC(=O)NCCN1C(C2(C(CC1=O)C1=C(C=CC(=C1)F)C)C(NC1=CC(=CC=C12)Cl)=O)C1=CC(=CC=C1)Cl.COC(C)[Si](C)(C)C (racemic (2′S,3S,4′R)-1′-[(tert-butoxycarbonylamino)ethyl]-6-chloro-2′-(3-chlorophenyl)-4′-(5-fluoro-2-methyl-phenyl)-2,3-dihydro-2,6′-dioxospiro[indole-3,3′-piperidine] 1-methoxyethyl trimethylsilane). Yield: 14.3%. Reaction SMILES: [Cl:1][C:2]1[CH:7]=[C:6]2[NH:8][C:9](=[O:32])[C:10]3([CH:15]([C:16]4[CH:21]=[C:20]([F:22])[CH:19]=[CH:18][C:17]=4[CH3:23])[CH2:14][C:13](=[O:24])[NH:12][CH:11]3[C:25]3[CH:30]=[CH:29][CH:28]=[C:27]([Cl:31])[CH:26]=3)[C:5]2=[CH:4][CH:3]=1.[CH3:33][O:34][CH:35]([Si:37]([CH3:40])([CH3:39])[CH3:38])[CH3:36].[H-].[Li+].[C:43]([O:47][C:48](=[O:53])[NH:49][CH2:50][CH2:51]Br)([CH3:46])([CH3:45])[CH3:44]>CN(C)C=O>[C:43]([O:47][C:48]([NH:49][CH2:50][CH2:51][N:12]1[C:13](=[O:24])[CH2:14][CH:15]([C:16]2[CH:21]=[C:20]([F:22])[CH:19]=[CH:18][C:17]=2[CH3:23])[C:10]2([C:5]3[C:6](=[CH:7][C:2]([Cl:1])=[CH:3][CH:4]=3)[NH:8][C:9]2=[O:32])[CH:11]1[C:25]1[CH:30]=[CH:29][CH:28]=[C:27]([Cl:31])[CH:26]=1)=[O:53])([CH3:46])([CH3:45])[CH3:44].[CH3:33][O:34][CH:35]([Si:37]([CH3:40])([CH3:39])[CH3:38])[CH3:36] |f:0.1,2.3,6.7|. Procedure details: In a manner similar to the method described in example 152a, racemic (2′S,3S,4′R)-6-chloro-2′-(3-chlorophenyl)-4′-(5-fluoro-2-methyl-phenyl)-2,3-dihydro-2,6′-dioxospiro[indole-3,3′-piperidine]-1-methoxyethyl trimethylsilane (0.45 g, 0.75 mmol) was reacted with LiH (0.15 g, 18.8 mmol) and (2-bromo-ethyl)-carbamic acid tert-butyl ester (1.0 g, 4.52 mmol) in N,N-dimethyl-formamide (3 mL), a catalytic amount of KI to give racemic (2′S,3S,4′R)-1′-[(tert-butoxycarbonylamino)ethyl]-6-chloro-2′-(3-chlor... Starting materials: ClC1=NC=2N(C(=C1)Cl)N=C(C2)C2=CC=CC=C2 (5,7-dichloro-2-phenyl-pyrazolo-[1,5-a]pyrimidine), Cl.OC1CNC1 (3-hydroxy-azetidine hydrochloride), C([O-])([O-])=O.[K+].[K+] (potassium carbonate). Run in O1CCOCC1 (1,4-dioxane). Conditions: time 3 hour. Product: ClC1=NC=2N(C(=C1)N1CC(C1)O)N=C(C2)C2=CC=CC=C2 (5-Chloro-7-(3-hydroxy-azetidin-1-yl)-2-phenyl-pyrazolo[1,5-a]pyrimidine). Isolated yield 57.7%. RXN SMILES: [Cl:1][C:2]1[CH:7]=[C:6](Cl)[N:5]2[N:9]=[C:10]([C:12]3[CH:17]=[CH:16][CH:15]=[CH:14][CH:13]=3)[CH:11]=[C:4]2[N:3]=1.Cl.[OH:19][CH:20]1[CH2:23][NH:22][CH2:21]1.C(=O)([O-])[O-].[K+].[K+]>O1CCOCC1>[Cl:1][C:2]1[CH:7]=[C:6]([N:22]2[CH2:23][CH:20]([OH:19])[CH2:21]2)[N:5]2[N:9]=[C:10]([C:12]3[CH:17]=[CH:16][CH:15]=[CH:14][CH:13]=3)[CH:11]=[C:4]2[N:3]=1 |f:1.2,3.4.5|. Reported procedure: There was dissolved, in 1,4-dioxane (2 mL), 5,7-dichloro-2-phenyl-pyrazolo-[1,5-a]pyrimidine (64.5 mg, 0.244 mM), then 3-hydroxy-azetidine hydrochloride (29.4 mg, 0.268 mM) and potassium carbonate (74.2 mg, 0.537 mM) were added to the solution and the mixture was stirred at room temperature for 3 hours. The solvent was removed from this reaction mixture through distillation, the resulting residue was diluted with water and then extracted with methylene chloride. The resulting extracts were combi... Starting materials: CCOC(C)=O, CN1CCCC1=O, Cl, N#C[Cu], [NH4+], [OH-], CCOC(=O)c1nc(I)c2c(-c3cccs3)noc2c1O. Product: CCOC(=O)c1nc(C#N)c2c(-c3cccs3)noc2c1O. Reaction SMILES: [CH3:28][CH2:29][O:30][C:31]([CH3:32])=[O:33].[CH3:34][N:35]1[CH2:36][CH2:37][CH2:38][C:39]1=[O:40].[ClH:27].[Cu:22][C:23]#[N:24].[NH4+:25].[OH-:26].[OH:1][c:2]1[c:3]2[c:4]([c:5]([I:13])[n:6][c:7]1[C:8](=[O:9])[O:10][CH2:11][CH3:12])[c:14](-[c:17]1[s:18][cH:19][cH:20][cH:21]1)[n:15][o:16]2>>[OH:1][c:2]1[c:3]2[c:4]([c:5]([C:23]#[N:24])[n:6][c:7]1[C:8](=[O:9])[O:10][CH2:11][CH3:12])[c:14](-[c:17]1[s:18][cH:19][cH:20][cH:21]1)[n:15][o:16]2. Reactants: C(C)(C)(C)C1=CC=C(C=C1)S(=O)(=O)N[C@H](C(=O)O)CNC(C1=CC=C(C=C1)CCC(NC=1NCCCN1)=O)=O ((2S)-2-(4-tert-butyl-benzenesulfonylamino)-3-(4-(2-(1,4,5,6-tetrahydropyrimidin-2-ylcarbamoyl)-ethyl)-benzoylamino)-propionic acid), C(C)O (ethanol). The reagents and catalysts are S(O)(O)(=O)=O (sulfuric acid). Reaction conditions: time 3.5 hour. Yields the product C(C)OC([C@H](CNC(C1=CC=C(C=C1)CCC(NC=1NCCCN1)=O)=O)NS(=O)(=O)C1=CC=C(C=C1)C(C)(C)C)=O ((2S)-2-(4-tert-Butyl-benzenesulfonylamino)-3-(4-(2-(1,4,5,6-tetrahydropyrimidin-2-ylcarbamoyl)-ethyl)-benzoylamino)-propionic acid ethyl ester). As a reaction SMILES: [C:1]([C:5]1[CH:10]=[CH:9][C:8]([S:11]([NH:14][C@@H:15]([CH2:19][NH:20][C:21](=[O:39])[C:22]2[CH:27]=[CH:26][C:25]([CH2:28][CH2:29][C:30](=[O:38])[NH:31][C:32]3[NH:33][CH2:34][CH2:35][CH2:36][N:37]=3)=[CH:24][CH:23]=2)[C:16]([OH:18])=[O:17])(=[O:13])=[O:12])=[CH:7][CH:6]=1)([CH3:4])([CH3:3])[CH3:2].[CH2:40](O)[CH3:41]>S(=O)(=O)(O)O>[CH2:40]([O:17][C:16](=[O:18])[C@@H:15]([NH:14][S:11]([C:8]1[CH:7]=[CH:6][C:5]([C:1]([CH3:4])([CH3:2])[CH3:3])=[CH:10][CH:9]=1)(=[O:13])=[O:12])[CH2:19][NH:20][C:21](=[O:39])[C:22]1[CH:27]=[CH:26][C:25]([CH2:28][CH2:29][C:30](=[O:38])[NH:31][C:32]2[NH:37][CH2:36][CH2:35][CH2:34][N:33]=2)=[CH:24][CH:23]=1)[CH3:41]. Procedure details: 700 mg of (2S)-2-(4-tert-butyl-benzenesulfonylamino)-3-(4-(2-(1,4,5,6-tetrahydropyrimidin-2-ylcarbamoyl)-ethyl)-benzoylamino)-propionic acid was dissolved in 100 ml of ethanol and 15 drops of concentrated sulfuric acid was added. The reaction solution was boiled for 3.5 hours. The solvent was removed in vacuo, the residue was dissolved in dichloromethane and washed three times with saturated aqueous sodium bicarbonate solution. The aqueous phase was extracted once with dichloromethane and the co... Starting materials: [OH-].[Na+] (sodium hydroxide), N(=O)[O-].[Na+] (Sodium nitrite), NC1(CCC=CC1=O)C1=C(C=CC=C1)Cl (6-amino-6-(2-chlorophenyl)-2-cyclohexen-1-one). Run in O (water), Cl (HCl). Product: ClC1=C(C=CC=C1)C1(CCC=CC1=O)O (6-(2-Chlorophenyl)-6-hydroxy-2-cyclohexen-1-one). Yield: 28.0%. Reaction SMILES: N([O-])=O.[Na+].N[C:6]1([C:13]2[CH:18]=[CH:17][CH:16]=[CH:15][C:14]=2[Cl:19])[C:11](=[O:12])[CH:10]=[CH:9][CH2:8][CH2:7]1.[OH-:20].[Na+]>O.Cl>[Cl:19][C:14]1[CH:15]=[CH:16][CH:17]=[CH:18][C:13]=1[C:6]1([OH:20])[C:11](=[O:12])[CH:10]=[CH:9][CH2:8][CH2:7]1 |f:0.1,3.4|. Reported procedure: Sodium nitrite (16 mg, 0.23 mmol) in water (0.5 ml) was added to a stirred solution of 6-amino-6-(2-chlorophenyl)-2-cyclohexen-1-one (50 mg, 0.23 mmol) in 1/3N HCl (1.5 ml) at 0° C. After 1 h the reaction was neutralized with sodium hydroxide and allowed to warm to room temperature for 30 minutes. The reaction was partitioned between saturated bicarbonate and ethyl acetate, the organic phase was washed with brine, dried (Na2SO4), and the solvent removed by evaporation. Purification was achieved ...